The task is: describe an organic reaction: reactants, conditions, products, and yield. This data is from the Open Reaction Database (ORD), a public repository of structured organic reaction records. Starting materials: known compound, ClCC1=CC(NC(=N1)SC)=O (6-chloromethyl-2-methylthiopyrimidin-4-one), P(=O)(Cl)(Cl)Cl (phosphorous oxychloride). Product: ClC1=NC(=NC(=C1)CCl)SC (4-chloro-6-chloromethyl-2-methylthiopyrimidine). RXN SMILES: [Cl:1][CH2:2][C:3]1[N:8]=[C:7]([S:9][CH3:10])[NH:6][C:5](=O)[CH:4]=1.P(Cl)(Cl)([Cl:14])=O>>[Cl:14][C:5]1[CH:4]=[C:3]([CH2:2][Cl:1])[N:8]=[C:7]([S:9][CH3:10])[N:6]=1. Procedure details: A mixture of 35 g (0.18 mole) of the known compound 6-chloromethyl-2-methylthiopyrimidin-4-one and 300 ml of phosphorous oxychloride was heated at reflux for 3.5 hours, cooled and evaporated. The mixture was poured into 600 ml of an ice-water mixture and the mixture was extracted with four 200 ml portions of chloroform. The combined extracts were washed sequentially with two 200 ml portions of water, 20 ml of saturated aqueous sodium bicarbonate solution and 200 ml of saturated aqueous sodium ch...